From a dataset of the Open Reaction Database (ORD), a public repository of structured organic reaction records. describe an organic reaction: reactants, conditions, products, and yield The reactants are ClC(=O)N1C(C=C(C2=CC(=CC=C12)OCC)C)(C)C (1-Chlorocarbonyl-6-ethoxy-1,2-dihydro-2,2,4-trimethylquinoline), C (charcoal), CO (methanol). Reaction conditions: time 1 hour. Yields the product C(=O)(OC)N1C(C=C(C2=CC(=CC=C12)OCC)C)(C)C (1-carbomethoxy-6-ethoxy-1,2-dihydro2,2,4-trimethylquinoline). Reaction SMILES: Cl[C:2]([N:4]1[C:13]2[C:8](=[CH:9][C:10]([O:14][CH2:15][CH3:16])=[CH:11][CH:12]=2)[C:7]([CH3:17])=[CH:6][C:5]1([CH3:19])[CH3:18])=[O:3].[CH4:20].C[OH:22]>>[C:2]([N:4]1[C:13]2[C:8](=[CH:9][C:10]([O:14][CH2:15][CH3:16])=[CH:11][CH:12]=2)[C:7]([CH3:17])=[CH:6][C:5]1([CH3:19])[CH3:18])([O:22][CH3:20])=[O:3]. Procedure details: 1-Chlorocarbonyl-6-ethoxy-1,2-dihydro-2,2,4-trimethylquinoline (2.8 g) was dissolved with stirring in abs. methanol (10 ml). Stirring continued at room temperature for 1 hour. The solution was then treated with active charcoal, filtered and evaporated to dryness, yielding colourless, oily material which crystallized on standing. Pure 1-carbomethoxy-6-ethoxy-1,2-dihydro2,2,4-trimethylquinoline (2.2 g) was obtained by recrystallisation from methanol. Starting materials: NC1=CC=C(C=C1)SC1=CC=NC2=CC(=CC=C12)C(F)(F)F (4-(4-aminophenylthio)-7-trifluoromethylquinoline), ClC1=C(C=C(C=C1)N=C=S)C(F)(F)F (4-chloro-3-trifluoromethylphenylisothiocyanate). Product: FC(C1=CC=C2C(=CC=NC2=C1)SC1=CC=C(C=C1)NC(=S)NC1=CC(=C(C=C1)Cl)C(F)(F)F)(F)F (1-[4-(7-Trifluoromethyl-4-quinolylthio)phenyl]-3-(4-chloro-3-trifluoromethylphenyl)thiourea). The yield is 62.7%. As a reaction SMILES: [NH2:1][C:2]1[CH:7]=[CH:6][C:5]([S:8][C:9]2[C:18]3[C:13](=[CH:14][C:15]([C:19]([F:22])([F:21])[F:20])=[CH:16][CH:17]=3)[N:12]=[CH:11][CH:10]=2)=[CH:4][CH:3]=1.[Cl:23][C:24]1[CH:29]=[CH:28][C:27]([N:30]=[C:31]=[S:32])=[CH:26][C:25]=1[C:33]([F:36])([F:35])[F:34]>>[F:20][C:19]([F:22])([F:21])[C:15]1[CH:14]=[C:13]2[C:18]([C:9]([S:8][C:5]3[CH:6]=[CH:7][C:2]([NH:1][C:31]([NH:30][C:27]4[CH:28]=[CH:29][C:24]([Cl:23])=[C:25]([C:33]([F:36])([F:34])[F:35])[CH:26]=4)=[S:32])=[CH:3][CH:4]=3)=[CH:10][CH:11]=[N:12]2)=[CH:17][CH:16]=1. Procedure: 4-(4-aminophenylthio)-7-trifluoromethylquinoline (0.01 mole, 3.2 g) and 4-chloro-3-trifluoromethylphenylisothiocyanate (0.01 mole, 2.4 g) were reacted according to procedure C to yield the title compound 3.5 g, 63%. Mass Spec (FD) 557. Calculated for C24H14ClF6N3S2 : C, 51.66; H, 2.53; N, 7.53. Found: C, 51.92; H, 2.53; N, 7.46.